From a dataset of the Open Reaction Database (ORD), a public repository of structured organic reaction records. describe an organic reaction: reactants, conditions, products, and yield Reactants: Nc1cc(C#Cc2ccc3c(C(=O)Nc4cccc(C(F)(F)F)c4)cccc3c2)ncn1, CN(C)C=O. Yields the product Nc1cc(C=Cc2ccc3c(C(=O)Nc4cccc(C(F)(F)F)c4)cccc3c2)ncn1. As a reaction SMILES: [F:1][C:2]([c:3]1[cH:4][c:5]([NH:9][C:10](=[O:11])[c:12]2[cH:13][cH:14][cH:15][c:16]3[cH:17][c:18]([C:22]#[C:23][c:24]4[n:25][cH:26][n:27][c:28]([NH2:30])[cH:29]4)[cH:19][cH:20][c:21]23)[cH:6][cH:7][cH:8]1)([F:31])[F:32].[O:33]=[CH:34][N:35]([CH3:36])[CH3:37]>>[F:1][C:2]([c:3]1[cH:4][c:5]([NH:9][C:10](=[O:11])[c:12]2[cH:13][cH:14][cH:15][c:16]3[cH:17][c:18]([CH:22]=[CH:23][c:24]4[n:25][cH:26][n:27][c:28]([NH2:30])[cH:29]4)[cH:19][cH:20][c:21]23)[cH:6][cH:7][cH:8]1)([F:31])[F:32]. RXN SMILES: [Br:12][c:13]1[cH:14][c:15]([OH:19])[cH:16][cH:17][cH:18]1.[C:20](=[O:21])([O-:22])[O-:23].[CH3:26][C:27](=[O:28])[CH3:29].[K+:24].[K+:25].[N+:1](=[O:2])([O-:3])[c:4]1[cH:5][c:6]([CH2:7][Cl:8])[cH:9][cH:10][cH:11]1>>[N+:1](=[O:2])([O-:3])[c:4]1[cH:5][c:6]([CH2:7][O:19][c:15]2[cH:14][c:13]([Br:12])[cH:18][cH:17][cH:16]2)[cH:9][cH:10][cH:11]1. Reactants: Oc1cccc(Br)c1, O=C([O-])[O-], CC(C)=O, [K+], [K+], O=[N+]([O-])c1cccc(CCl)c1. Yields the product O=[N+]([O-])c1cccc(COc2cccc(Br)c2)c1. Starting materials: Cl.NO (hydroxylamine hydrochloride), ClC=1C=C(C=O)C=CC1Cl (3,4-dichlorobenzaldehyde), [OH-].[Na+] (sodium hydroxide). The solvent is O (water), C(C)O (ethanol), O (water). Conditions: time 16 hour. Product: ClC=1C=C(C=NO)C=CC1Cl (3,4-dichlorobenzaldoxime). Yield: 76.7%. RXN SMILES: [OH-:1].[Na+].Cl.[NH2:4]O.[Cl:6][C:7]1[CH:8]=[C:9]([CH:12]=[CH:13][C:14]=1[Cl:15])[CH:10]=O>O.C(O)C>[Cl:6][C:7]1[CH:8]=[C:9]([CH:12]=[CH:13][C:14]=1[Cl:15])[CH:10]=[N:4][OH:1] |f:0.1,2.3|. Procedure: A solution of 34.3 g of sodium hydroxide in 50 ml of water was slowly added to a solution prepared by mixing a solution of 47.5 g of hydroxylamine hydrochloride in 60 ml of water with a solution of 100 g of 3,4-dichlorobenzaldehyde in 300 ml of ethanol. The mixture was heated at reflux on a steam bath for half an hour, then stirred at ambient temperature for 16 hours. The separated solid was collected and the filtrate was poured into 600 ml of ice. Carbon dioxide was bubbled into the cold aqueou... Reactants: C(#N)C1=CC(=C(OCCCOC=2C=C3CC[C@H](C3=CC2)CC(=O)OCC)C=C1)OC (ethyl {(1S)-5-[3-(4-cyano-2-methoxyphenoxy)propoxy]-2,3-dihydro-1H-inden-1-yl}acetate), S (H2S), C(C)NCC (diethylamine). Solvent: CN(C)C=O (DMF), CN(C)C=O (DMF). Reaction conditions: temperature 60 celsius, time 3 hour. Product: NC(=S)C1=CC(=C(OCCCOC=2C=C3CC[C@H](C3=CC2)CC(=O)OCC)C=C1)OC (ethyl ((1S)-5-{3-[4-(aminocarbonothioyl)-2-methoxyphenoxy]propoxy}-2,3-dihydro-1H-inden-1-yl)acetate). Yield: 81.0%. Reaction SMILES: [C:1]([C:3]1[CH:28]=[CH:27][C:6]([O:7][CH2:8][CH2:9][CH2:10][O:11][C:12]2[CH:13]=[C:14]3[C:18](=[CH:19][CH:20]=2)[C@H:17]([CH2:21][C:22]([O:24][CH2:25][CH3:26])=[O:23])[CH2:16][CH2:15]3)=[C:5]([O:29][CH3:30])[CH:4]=1)#[N:2].[SH2:31].C(NCC)C>CN(C=O)C>[NH2:2][C:1]([C:3]1[CH:28]=[CH:27][C:6]([O:7][CH2:8][CH2:9][CH2:10][O:11][C:12]2[CH:13]=[C:14]3[C:18](=[CH:19][CH:20]=2)[C@H:17]([CH2:21][C:22]([O:24][CH2:25][CH3:26])=[O:23])[CH2:16][CH2:15]3)=[C:5]([O:29][CH3:30])[CH:4]=1)=[S:31]. Procedure: Into a solution of ethyl {(1S)-5-[3-(4-cyano-2-methoxyphenoxy)propoxy]-2,3-dihydro-1H-inden-1-yl}acetate (2.2 g, 5.4 mmol) (Example 145) in DMF (anhydrous, 20 mL) under argon at rt was passed H2S gas at a moderate rate for 30 min. A solution of diethylamine (0.8 g, 8.1 mmol) in DMF (5 mL) was added in one portion, and the reaction was stirred at 60° C. for 3 h. Then the reaction was cooled to rt and argon was passed through the reaction mixture for 1 h to remove residual H2S. The reaction mixtur...